Dataset: the Open Reaction Database (ORD), a public repository of structured organic reaction records. Task: describe an organic reaction: reactants, conditions, products, and yield The reactants are CCO, CC(C)Oc1ccc(-c2nc(-c3cccc4c(C=O)cn(C)c34)no2)cc1Cl, Cl, CCOC(=O)C1CCNCC1, [Na+], [OH-]. The product is CCOC(=O)C1CCN(Cc2cn(C)c3c(-c4noc(-c5ccc(OC(C)C)c(Cl)c5)n4)cccc23)CC1. RXN SMILES: [CH3:43][CH2:44][OH:45].[Cl:13][c:14]1[cH:15][c:16](-[c:24]2[n:25][c:26](-[c:29]3[cH:30][cH:31][cH:32][c:33]4[c:34]([CH:39]=[O:40])[cH:35][n:36]([CH3:38])[c:37]34)[n:27][o:28]2)[cH:17][cH:18][c:19]1[O:20][CH:21]([CH3:22])[CH3:23].[ClH:1].[NH:2]1[CH2:3][CH2:4][CH:5]([C:8](=[O:9])[O:10][CH2:11][CH3:12])[CH2:6][CH2:7]1.[Na+:42].[OH-:41]>>[N:2]1([CH2:39][c:34]2[c:33]3[cH:32][cH:31][cH:30][c:29](-[c:26]4[n:25][c:24](-[c:16]5[cH:15][c:14]([Cl:13])[c:19]([O:20][CH:21]([CH3:22])[CH3:23])[cH:18][cH:17]5)[o:28][n:27]4)[c:37]3[n:36]([CH3:38])[cH:35]2)[CH2:3][CH2:4][CH:5]([C:8](=[O:9])[O:10][CH2:11][CH3:12])[CH2:6][CH2:7]1. Starting materials: CCCCc1ncc(C=CC(=O)OC)n1Cc1ccccc1Cl, CC(C)C[Al+]CC(C)C, Cc1ccccc1, [H-], C1CCOC1. The product is CCCCc1ncc(C=CCO)n1Cc1ccccc1Cl. As a reaction SMILES: [CH2:1]([CH2:2][CH2:3][CH3:4])[c:5]1[n:6]([CH2:16][c:17]2[c:18]([Cl:23])[cH:19][cH:20][cH:21][cH:22]2)[c:7]([CH:10]=[CH:11][C:12](=[O:13])[O:14][CH3:15])[cH:8][n:9]1.[CH2:25]([Al+:26][CH2:27][CH:28]([CH3:29])[CH3:30])[CH:31]([CH3:32])[CH3:33].[CH3:34][c:35]1[cH:36][cH:37][cH:38][cH:39][cH:40]1.[H-:24].[O:41]1[CH2:42][CH2:43][CH2:44][CH2:45]1>>[CH2:1]([CH2:2][CH2:3][CH3:4])[c:5]1[n:6]([CH2:16][c:17]2[c:18]([Cl:23])[cH:19][cH:20][cH:21][cH:22]2)[c:7]([CH:10]=[CH:11][CH2:12][OH:13])[cH:8][n:9]1. Starting materials: [N+](=O)([O-])C=1C(=NN(C1)C1OCCCC1)C=O (4-nitro-1-(tetrahydropyran-2-yl)-1H-pyrazole-3-carbaldehyde), C(C)(C)(C)OC(=O)N1CCN(CC1)C1=C(C=C(C(=C1)N)N)F (4-(4,5-diamino-2-fluorophenyl)piperazine-1-carboxylic acid tert-butyl ester). Solvent: CO (methanol). Reaction conditions: temperature 22 celsius, time 16 hour. The product is C(C)(C)(C)OC(=O)N1CCN(CC1)C1=CC2=C(N=C(N2)C2=NN(C=C2[N+](=O)[O-])C2OCCCC2)C=C1F (4-{6-fluoro-2-[4-nitro-1-(tetrahydropyran-2-yl)-1H-pyrazol-3-yl]-3H-benzimidazol-5-yl}piperazine-1-carboxylic acid tert-butyl ester). Yield: 26.6%. As a reaction SMILES: [N+:1]([C:4]1[C:5]([CH:15]=O)=[N:6][N:7]([CH:9]2[CH2:14][CH2:13][CH2:12][CH2:11][O:10]2)[CH:8]=1)([O-:3])=[O:2].[C:17]([O:21][C:22]([N:24]1[CH2:29][CH2:28][N:27]([C:30]2[CH:35]=[C:34]([NH2:36])[C:33]([NH2:37])=[CH:32][C:31]=2[F:38])[CH2:26][CH2:25]1)=[O:23])([CH3:20])([CH3:19])[CH3:18]>CO>[C:17]([O:21][C:22]([N:24]1[CH2:25][CH2:26][N:27]([C:30]2[C:31]([F:38])=[CH:32][C:33]3[N:37]=[C:15]([C:5]4[C:4]([N+:1]([O-:3])=[O:2])=[CH:8][N:7]([CH:9]5[CH2:14][CH2:13][CH2:12][CH2:11][O:10]5)[N:6]=4)[NH:36][C:34]=3[CH:35]=2)[CH2:28][CH2:29]1)=[O:23])([CH3:20])([CH3:18])[CH3:19]. Procedure details: 0.9 g of 4-nitro-1-(tetrahydropyran-2-yl)-1H-pyrazole-3-carbaldehyde is added to a solution of 1.2 g of 4-(4,5-diamino-2-fluorophenyl)piperazine-1-carboxylic acid tert-butyl ester in 30 mL of methanol. The reaction medium is stirred at 22° C. for 16 hours. After evaporation, the reaction crude is purified by flash chromatography, elution being carried out with a mixture of dichloromethane/acetone. 530 mg of 4-{6-fluoro-2-[4-nitro-1-(tetrahydropyran-2-yl)-1H-pyrazol-3-yl]-3H-benzimidazol-5-yl}pip... The reactants are CN(C(=N)SCC)C (N,N-dimethylcarbamimidothioic acid, ethyl ester), C([O-])([O-])=O.[K+].[K+] (potassium carbonate), P(OC)(OC)(Cl)=S (phosphorochloridothioic acid, O,O-dimethyl ester). Run in C(C)#N (acetonitrile). Conditions: temperature 40 celsius, time 2 hour. Product: COP(=S)(N=C(N(C)C)SCC)OC (N'-(dimethoxyphosphinothioyl)-N,N-dimethylcarbamimidothioic acid, ethyl ester). As a reaction SMILES: [CH3:1][N:2]([CH3:8])[C:3]([S:5][CH2:6][CH3:7])=[NH:4].C(=O)([O-])[O-].[K+].[K+].[P:15](=[S:21])(Cl)([O:18][CH3:19])[O:16][CH3:17]>C(#N)C>[CH3:17][O:16][P:15]([O:18][CH3:19])([N:4]=[C:3]([S:5][CH2:6][CH3:7])[N:2]([CH3:8])[CH3:1])=[S:21] |f:1.2.3|. Reported procedure: To a mixture of 13.2 g of N,N-dimethylcarbamimidothioic acid, ethyl ester, 27.6 g of finely powdered potassium carbonate and 250 ml of acetonitrile, 16.1 g of phosphorochloridothioic acid, O,O-dimethyl ester was added. The mixture was stirred and heated to 40° C. for 4 hours. The salts were removed by filtration and the filtration concentrated in a rotary evaporator. The residue was taken up in methylene chloride, the methylene chloride solution washed thrice with 50 ml portions of water and dri... Starting materials: C[C@]12CCC(=O)C=C1CC[C@@H]3[C@@H]2C(=O)C[C@]4([C@H]3CCC4=O)C (Adrenosterone). The solvent is Cl (HCl), O1CCOCC1 (dioxane), Cl (hydrogen chloride). Run at time 1.5 hour. Yields the product C[C@@]12C(CC[C@H]1[C@@H]1C=CC3=CC(CC[C@]3(C)[C@H]1C(C2)=O)=O)=O (Androsta-4,6-diene-3,11,17-trione). Reaction SMILES: [CH3:1][C@@:2]12[C@H:12]3[C:13]([CH2:15][C@:16]4([CH3:22])[C:20](=[O:21])[CH2:19][CH2:18][C@H:17]4[C@@H:11]3[CH2:10][CH2:9][C:8]1=[CH:7][C:5](=[O:6])[CH2:4][CH2:3]2)=[O:14]>O1CCOCC1.Cl>[CH3:22][C@:16]12[CH2:15][C:13](=[O:14])[C@H:12]3[C@@H:11]([CH:10]=[CH:9][C:8]4[C@:2]3([CH3:1])[CH2:3][CH2:4][C:5](=[O:6])[CH:7]=4)[C@@H:17]1[CH2:18][CH2:19][C:20]2=[O:21]. Procedure: Adrenosterone (androst-4-ene-3,11,17-trione, A-1, 50 g, 166.7 mmol) was dissolved in dioxane (1200 mL, dry), which had been saturated with HCl gas at 10° C. under argon, and a chilled solution of 2,3-dichloro-5,6-dicyanoquionone (DDQ, 50 g, 220 mmol) in hydrogen chloride saturated dioxane (450 mL) was added slowly to the stirred solution. Solid dihydro-DDQ rapidly separated from the solution. After 1.5 h, the mixture was filtered through a sintered glass funnel, most of the dioxane was evaporate...